This data is from the Open Reaction Database (ORD), a public repository of structured organic reaction records. The task is: describe an organic reaction: reactants, conditions, products, and yield Starting materials: COC1=C(C=CC(=C1)OC)NC1=C(C(=O)NCC#C)C=CC=N1 (2-(2,4-dimethoxyphenylamino)-N-(prop-2-ynyl)nicotinamide), N(=[N+]=[N-])CC1=CC(=CC(=C1)OC)OC (1-(azidomethyl)-3,5-dimethoxybenzene), O (water), O=C1C(O)=C([O-])[C@H](O1)[C@@H](O)CO.[Na+] (sodium ascorbate). The reagents and catalysts are S(=O)(=O)([O-])[O-].[Cu+2] (copper (II) sulphate). The solvent is C(C)(C)(C)O (tert-butyl alcohol). Reaction conditions: time 12 hour. The product is COC=1C=C(CN2N=NC(=C2)CNC(C2=C(N=CC=C2)NC2=CC=C(C=C2)OC)=O)C=C(C1)OC (N-((1-(3,5-Dimethoxybenzyl)-1H-1,2,3-triazol-4-yl)methyl)-2-(4-methoxyphenylamino) nicotinamide). Isolated yield 76.8%. As a reaction SMILES: CO[C:3]1[CH:8]=[C:7]([O:9][CH3:10])[CH:6]=[CH:5][C:4]=1[NH:11][C:12]1[N:23]=[CH:22][CH:21]=[CH:20][C:13]=1[C:14]([NH:16][CH2:17][C:18]#[CH:19])=[O:15].[N:24]([CH2:27][C:28]1[CH:33]=[C:32]([O:34][CH3:35])[CH:31]=[C:30]([O:36][CH3:37])[CH:29]=1)=[N+:25]=[N-:26].O.O=C1O[C@H]([C@H](CO)O)C([O-])=C1O.[Na+]>S([O-])([O-])(=O)=O.[Cu+2].C(O)(C)(C)C>[CH3:35][O:34][C:32]1[CH:33]=[C:28]([CH:29]=[C:30]([O:36][CH3:37])[CH:31]=1)[CH2:27][N:24]1[CH:19]=[C:18]([CH2:17][NH:16][C:14](=[O:15])[C:13]2[CH:20]=[CH:21][CH:22]=[N:23][C:12]=2[NH:11][C:4]2[CH:3]=[CH:8][C:7]([O:9][CH3:10])=[CH:6][CH:5]=2)[N:26]=[N:25]1 |f:3.4,5.6|. Procedure details: Compound 8 (194 mg, 1 mmol) and 2,4-dimethoxyaniline (9e, 153 mg, 1 mmol) were taken in ethylene glycol and heated at 140° C. for 6 h. Then the reaction mixture was cooled and extracted with ethyl acetate from the aqueous layer and concentrated in vacuum. The compound was further purified by column chromatography using 60-120 silica gel to obtain 2-(2,4-dimethoxyphenylamino)-N-(prop-2-ynyl)nicotinamide 10g as pure product. To a solution of 2-(2,4-dimethoxyphenylamino)-N-(prop-2-ynyl)nicotinamide...